Dataset: the Open Reaction Database (ORD), a public repository of structured organic reaction records. Task: describe an organic reaction: reactants, conditions, products, and yield Starting materials: [Si](C)(C)(C(C)(C)C)OCCCOC1=C(C=C(C=C1)C1=CC=C(C=C1)C(=O)OCC)C1=CC(=C(C=C1)N(CC)CC)CC (ethyl 4′-[3-(tert-butyldimethylsilanyloxy)propoxy]-4″-diethylamino-3″-ethyl[1,1′;3′,1″]terphenyl-4-carboxylate), [F-].C(CCC)[N+](CCCC)(CCCC)CCCC (tetrabutylammonium fluoride). Solvent: O1CCCC1 (tetrahydrofuran). The product is C(C)N(C1=C(C=C(C=C1)C=1C=C(C=CC1OCCCO)C1=CC=C(C=C1)C(=O)OCC)CC)CC (ethyl 4″-diethylamino-3″-ethyl-4′-(3-hydroxypropoxy)-[1,1′;3′,1″]terphenyl-4-carboxylate). The yield is 53.5%. As a reaction SMILES: [Si]([O:8][CH2:9][CH2:10][CH2:11][O:12][C:13]1[CH:18]=[CH:17][C:16]([C:19]2[CH:24]=[CH:23][C:22]([C:25]([O:27][CH2:28][CH3:29])=[O:26])=[CH:21][CH:20]=2)=[CH:15][C:14]=1[C:30]1[CH:35]=[CH:34][C:33]([N:36]([CH2:39][CH3:40])[CH2:37][CH3:38])=[C:32]([CH2:41][CH3:42])[CH:31]=1)(C(C)(C)C)(C)C.[F-].C([N+](CCCC)(CCCC)CCCC)CCC>O1CCCC1>[CH2:39]([N:36]([CH2:37][CH3:38])[C:33]1[CH:34]=[CH:35][C:30]([C:14]2[CH:15]=[C:16]([C:19]3[CH:20]=[CH:21][C:22]([C:25]([O:27][CH2:28][CH3:29])=[O:26])=[CH:23][CH:24]=3)[CH:17]=[CH:18][C:13]=2[O:12][CH2:11][CH2:10][CH2:9][OH:8])=[CH:31][C:32]=1[CH2:41][CH3:42])[CH3:40] |f:1.2|. Procedure details: In a manner similar to that of Example 2b, by reacting 660 mg of ethyl 4′-[3-(tert-butyldimethylsilanyloxy)propoxy]-4″-diethylamino-3″-ethyl[1,1′;3′,1″]terphenyl-4-carboxylate (1.1 mmol) in 25 mL of tetrahydrofuran with 1.2 mL of 1M tetrabutylammonium fluoride. 280 mg of ethyl 4″-diethylamino-3″-ethyl-4′-(3-hydroxypropoxy)-[1,1′;3′,1″]terphenyl-4-carboxylate are obtained (yield=52%).